This data is from the Open Reaction Database (ORD), a public repository of structured organic reaction records. The task is: describe an organic reaction: reactants, conditions, products, and yield The reactants are C(C1=CC=CC=C1)N1CC2=CC=C(C=C2C1)OC1=NC=C(C(=O)N)C=C1 (6-(2-Benzyl-2,3-dihydro-1H-isoindol-5-yloxy)-nicotinamide), [H][H] (Hydrogen). Reagents/catalysts: [Pd] (Pd—C). The solvent is CCO (EtOH). Yields the product C1NCC2=CC(=CC=C12)OC1=NC=C(C(=O)N)C=C1 (6-(2,3-Dihydro-1H-isoindol-5-yloxy)-nicotinamide). The yield is 11.9%. RXN SMILES: C([N:8]1[CH2:16][C:15]2[C:10](=[CH:11][CH:12]=[C:13]([O:17][C:18]3[CH:26]=[CH:25][C:21]([C:22]([NH2:24])=[O:23])=[CH:20][N:19]=3)[CH:14]=2)[CH2:9]1)C1C=CC=CC=1.[H][H]>[Pd].CCO>[CH2:9]1[C:10]2[C:15](=[CH:14][C:13]([O:17][C:18]3[CH:26]=[CH:25][C:21]([C:22]([NH2:24])=[O:23])=[CH:20][N:19]=3)=[CH:12][CH:11]=2)[CH2:16][NH:8]1. Reported procedure: Combine 6-(2-Benzyl-2,3-dihydro-1H-isoindol-5-yloxy)-nicotinamide (230.0 mg, 0.67 mmol), EtOH (5 mL), 10% Pd—C (45.0 mg), and a Hydrogen balloon. Stir the reaction at room temperature for 168 hours at atmospheric pressure. Filter the reaction mixture through a pad of Celite using MeOH eluent and then concentrate the filtrate under reduced pressure. Add the mixture to a 2 g SCX column, wash with MeOH, and elute using 1N NH3-MeOH. After concentrating under reduced pressure, purify the mixture by f... The reactants are [H][H] (hydrogen), [N+](=O)([O-])C1=CC=C(C=C1)S(=O)(=O)Cl (4-nitrobenzenesulphonyl chloride), Cl.FC1=CC=C(C(=O)N2CCNCC2)C=C1 (1-(4-fluorobenzoyl)piperazine hydrochloride). Solvent: C(C)O (ethanol). Product: FC1=CC=C(C(=O)N2CCN(CC2)S(=O)(=O)C2=CC=C(C=C2)[N+](=O)[O-])C=C1 (1-(4-fluorobenzoyl)-4-(4-nitrobenzenesulphonyl) piperazine), NC1=CC=C(C=C1)S(=O)(=O)N1CCN(CC1)C(C1=CC=C(C=C1)F)=O (1-(4-aminobenzenesulphonyl)-4-(4-fluorobenzoyl) piperazine). As a reaction SMILES: [N+:1]([C:4]1[CH:9]=[CH:8][C:7]([S:10](Cl)(=[O:12])=[O:11])=[CH:6][CH:5]=1)([O-:3])=[O:2].Cl.[F:15][C:16]1[CH:29]=[CH:28][C:19]([C:20]([N:22]2[CH2:27][CH2:26][NH:25][CH2:24][CH2:23]2)=[O:21])=[CH:18][CH:17]=1.[H][H]>C(O)C>[F:15][C:16]1[CH:29]=[CH:28][C:19]([C:20]([N:22]2[CH2:27][CH2:26][N:25]([S:10]([C:7]3[CH:8]=[CH:9][C:4]([N+:1]([O-:3])=[O:2])=[CH:5][CH:6]=3)(=[O:12])=[O:11])[CH2:24][CH2:23]2)=[O:21])=[CH:18][CH:17]=1.[NH2:1][C:4]1[CH:9]=[CH:8][C:7]([S:10]([N:25]2[CH2:24][CH2:23][N:22]([C:20](=[O:21])[C:19]3[CH:18]=[CH:17][C:16]([F:15])=[CH:29][CH:28]=3)[CH2:27][CH2:26]2)(=[O:12])=[O:11])=[CH:6][CH:5]=1 |f:1.2|. Reported procedure: 1-(4-fluorobenzoyl)-4-(4-nitrobenzenesulphonyl) piperazine is prepared in a similar manner to Examples 1 and 2 by reacting equimolar quantities of 4-nitrobenzenesulphonyl chloride with 1-(4-fluorobenzoyl)piperazine hydrochloride. The reaction product is hydrogenated in ethanol at room temperature at atmospheric pressure with a 5% paladium on charcoal catalyst until hydrogen uptake ceases to yield 1-(4-aminobenzenesulphonyl)-4-(4-fluorobenzoyl) piperazine. Equimolar quantities of this compound an... The product is C(C(C)C)(=O)OC(C)OC(=O)NCCCP(O)(=O)CC1CCCCC1 (3-{[1-Isobutanoyloxyethoxy]carbonylamino}propyl(cyclohexylmethyl)phosphinic Acid). Reported procedure: To a solution of 3-aminopropyl(cyclohexylmethyl)phosphinic acid (10 mmol) and sodium bicarbonate (20 mmol) in water (40 mL) is added a solution of compound (17) (10 mmol) in acetonitrile (20 mL) over 1 min. The reaction is stirred at ambient temperature for 16 h. The reaction mixture is diluted with diethyl ether (100 mL) and washed with 0.1 M aqueous potassium bisulfate (3×100 mL). The organic phase is separated, dried over anhydrous magnesium sulfate, filtered, and concentrated in vacuo to aff... Run at time 16 hour. Starting materials: NCCCP(O)(=O)CC1CCCCC1 (3-aminopropyl(cyclohexylmethyl)phosphinic acid), C([O-])(O)=O.[Na+] (sodium bicarbonate), C(C(C)C)(=O)OC(C)OC(=O)OC1C(=O)NC(C1)=O ([(1-isobutanoyloxyethoxy)carbonyloxy]succinimide). The solvent is O (water), C(C)#N (acetonitrile), C(C)OCC (diethyl ether). RXN SMILES: [NH2:1][CH2:2][CH2:3][CH2:4][P:5]([CH2:8][CH:9]1[CH2:14][CH2:13][CH2:12][CH2:11][CH2:10]1)(=[O:7])[OH:6].C(=O)(O)[O-].[Na+].[C:20]([O:25][CH:26]([O:28][C:29](OC1CC(=O)NC1=O)=[O:30])[CH3:27])(=[O:24])[CH:21]([CH3:23])[CH3:22]>O.C(#N)C.C(OCC)C>[C:20]([O:25][CH:26]([O:28][C:29]([NH:1][CH2:2][CH2:3][CH2:4][P:5]([CH2:8][CH:9]1[CH2:14][CH2:13][CH2:12][CH2:11][CH2:10]1)(=[O:6])[OH:7])=[O:30])[CH3:27])(=[O:24])[CH:21]([CH3:23])[CH3:22] |f:1.2|. Starting materials: CN(C1=C(C=CC=C1)C1=C(C=CC=C1)P(C1CCCCC1)C1CCCCC1)C (2-(dimethylamino)-2′-(dicyclohexylphosphino)biphenyl), Cl.C(C)(=O)N1[C@H](C[C@H](C2=CC(=CC=C12)C#C[Si](C(C)C)(C(C)C)C(C)C)N)C ((2S,4R)-1-acetyl-2-methyl-6-{[tris(1-methylethyl)silyl]ethynyl}-1,2,3,4-tetrahydro-4-quinolinamine hydrochloride), CC(C)([O-])C.[Na+] (sodium tert-butoxide), Intermediate 108, BrC1=NC=CC=N1 (2-bromopyrimidine). The reagents and catalysts are C=1C=CC(=CC1)/C=C/C(=O)/C=C/C2=CC=CC=C2.C=1C=CC(=CC1)/C=C/C(=O)/C=C/C2=CC=CC=C2.C=1C=CC(=CC1)/C=C/C(=O)/C=C/C2=CC=CC=C2.[Pd].[Pd] (tris(dibenzylideneacetone)dipalladium(0)). The solvent is C1(=CC=CC=C1)C (toluene). Reaction conditions: temperature 100 celsius, time 1.5 hour. The product is C(C)(=O)N1[C@H](C[C@H](C2=CC(=CC=C12)C#C[Si](C(C)C)(C(C)C)C(C)C)NC1=NC=CC=N1)C ((2S,4R)-1-acetyl-2-methyl-N-2-pyrimidinyl-6-{[tris(1-methylethyl)silyl]ethynyl}-1,2,3,4-tetrahydro-4-quinolinamine). Yield: 67.9%. As a reaction SMILES: Cl.[C:2]([N:5]1[C:14]2[C:9](=[CH:10][C:11]([C:15]#[C:16][Si:17]([CH:24]([CH3:26])[CH3:25])([CH:21]([CH3:23])[CH3:22])[CH:18]([CH3:20])[CH3:19])=[CH:12][CH:13]=2)[C@H:8]([NH2:27])[CH2:7][C@@H:6]1[CH3:28])(=[O:4])[CH3:3].Br[C:30]1[N:35]=[CH:34][CH:33]=[CH:32][N:31]=1.CC(C)([O-])C.[Na+].CN(C)C1C=CC=CC=1C1C=CC=CC=1P(C1CCCCC1)C1CCCCC1>C1C=CC(/C=C/C(/C=C/C2C=CC=CC=2)=O)=CC=1.C1C=CC(/C=C/C(/C=C/C2C=CC=CC=2)=O)=CC=1.C1C=CC(/C=C/C(/C=C/C2C=CC=CC=2)=O)=CC=1.[Pd].[Pd].C1(C)C=CC=CC=1>[C:2]([N:5]1[C:14]2[C:9](=[CH:10][C:11]([C:15]#[C:16][Si:17]([CH:21]([CH3:23])[CH3:22])([CH:18]([CH3:20])[CH3:19])[CH:24]([CH3:26])[CH3:25])=[CH:12][CH:13]=2)[C@H:8]([NH:27][C:30]2[N:35]=[CH:34][CH:33]=[CH:32][N:31]=2)[CH2:7][C@@H:6]1[CH3:28])(=[O:4])[CH3:3] |f:0.1,3.4,6.7.8.9.10|. Reported procedure: A flask was charged with (2S,4R)-1-acetyl-2-methyl-6-{[tris(1-methylethyl)silyl]ethynyl}-1,2,3,4-tetrahydro-4-quinolinamine hydrochloride (for a preparation see Intermediate 108) (295 mg, 0.7 mmol), 2-bromopyrimidine (334 mg, 2.100 mmol), sodium tert-butoxide (336 mg, 3.50 mmol), tris(dibenzylideneacetone)dipalladium(0) (641 mg, 0.700 mmol) and 2-(dimethylamino)-2′-(dicyclohexylphosphino)biphenyl (DavePhos) (551 mg, 1.400 mmol) then filled with toluene (10 mL) and the resulting mixture was stirr... Reaction SMILES: [Br:1][C:2]1[CH:3]=[C:4]([CH:7]=[O:8])[S:5][CH:6]=1.CC(=CC)C.Cl([O-])=[O:15].[Na+].Cl>C(O)(C)(C)C.O>[Br:1][C:2]1[CH:3]=[C:4]([C:7]([OH:15])=[O:8])[S:5][CH:6]=1 |f:2.3|. Isolated yield 100.5%. Reactants: Cl(=O)[O-].[Na+] (Sodium chlorite), BrC=1C=C(SC1)C=O (4-bromothiophene-2-carbaldehyde), NaH2PO4, CC(C)=CC (2-methyl-2-butene), Cl (HCl). The product is BrC=1C=C(SC1)C(=O)O (4-Bromothiophene-2-carboxylic acid). Procedure: To a cooled (0° C.) solution of 10.0 g (47.1 mmol based on 90% purity) of 4-bromothiophene-2-carbaldehyde (Aldrich Chemical Company, Milwaukee, Wis.) in 200 mL of t-butanol was added 100 mL of 20 % (w/v) NaH2PO4 followed by 60 mL (0.566 mol) of 2-methyl-2-butene. Sodium chlorite (70.8 mmol based on 80% purity) in 60 mL of water was added with stirring. After stirring the two-phase mixture vigorously for 16 h at room temperature, the pH of the aqueous layer was adjusted to 1-2 with 20% HCl. The l... Solvent: O (water), C(C)(C)(C)O (t-butanol). RXN SMILES: [C:14]([CH3:15])([CH3:16])([CH3:17])[O:18][C:19]([NH:20][CH2:21][CH2:22][N:23]1[CH2:24][CH:25]2[CH2:26][N:27]([CH2:32][c:33]3[cH:34][cH:35][cH:36][cH:37][cH:38]3)[CH2:28][CH:29]([CH2:30]1)[O:31]2)=[O:39].[CH3:1][c:2]1[c:3]([S:10](=[O:11])(=[O:12])[OH:13])[c:4]([CH3:9])[cH:5][c:6]([CH3:8])[cH:7]1.[CH:40]([OH:41])([CH3:42])[CH3:43].[H:44][H:45].[OH2:46]>>[C:14]([CH3:15])([CH3:16])([CH3:17])[O:18][C:19]([NH:20][CH2:21][CH2:22][N:23]1[CH2:24][CH:25]2[CH2:26][NH:27][CH2:28][CH:29]([CH2:30]1)[O:31]2)=[O:39].[CH3:1][c:2]1[c:3]([S:10](=[O:11])(=[O:12])[OH:13])[c:4]([CH3:9])[cH:5][c:6]([CH3:8])[cH:7]1. Reactants: CC(C)(C)OC(=O)NCCN1CC2CN(Cc3ccccc3)CC(C1)O2, Cc1cc(C)c(S(=O)(=O)O)c(C)c1, CC(C)O, [H][H], O. Yields the product CC(C)(C)OC(=O)NCCN1CC2CNCC(C1)O2, Cc1cc(C)c(S(=O)(=O)O)c(C)c1. Reactants: C(C)OC(=O)N1CCN(CC1)CCCCCCCCCCCCCCC (1-ethoxycarbonyl-4-pentadecylpiperazine), Cl (hydrochloric acid). Run at temperature 0 celsius. Product: C(CCCCCCCCCCCCCC)N1CCNCC1 (1-pentadecylpiperazine). RXN SMILES: C(OC([N:6]1[CH2:11][CH2:10][N:9]([CH2:12][CH2:13][CH2:14][CH2:15][CH2:16][CH2:17][CH2:18][CH2:19][CH2:20][CH2:21][CH2:22][CH2:23][CH2:24][CH2:25][CH3:26])[CH2:8][CH2:7]1)=O)C.Cl>>[CH2:12]([N:9]1[CH2:8][CH2:7][NH:6][CH2:11][CH2:10]1)[CH2:13][CH2:14][CH2:15][CH2:16][CH2:17][CH2:18][CH2:19][CH2:20][CH2:21][CH2:22][CH2:23][CH2:24][CH2:25][CH3:26]. Reported procedure: To 30.0 grams of 1-ethoxycarbonyl-4-pentadecylpiperazine is added 200 ml. of concentrated hydrochloric acid and the mixture refluxed for 48 hours. The mixture is cooled to approximately 0° C. and the resultant solid filtered and suction-dried. The solid is suspended in water and 10 ml. of 50% sodium hydroxide added. The solution is then extracted with ethyl ether. Removal of the ethyl ether leaves, as an oil, 1-pentadecylpiperazine. Reactants: C([O-])([O-])=O.[K+].[K+] (potassium carbonate), O (water), COC(=O)C12CCC(CC1)(CC2)C2=NC=1N(C(N(C(C1N2)=O)CCC)=O)CCC (4-(2,6-Dioxo-1,3-dipropyl-2,3,6,7-tetrahydro-1H-purin-8-yl)-bicyclo[2.2.2]octane-1-carboxylic acid methyl ester), C(C1=CC=CC=C1)Br (Benzyl bromide). Run in CN(C)C=O (DMF), C(C)(=O)OCC.CCCCCC (ethyl acetate hexane). Yields the product C(C1=CC=CC=C1)OC(=O)C12CCC(CC1)(CC2)CO (4-Hydroxymethylbicyclo[2.2.2]octane-1-carboxylic acid benzyl ester). Reaction SMILES: [CH3:1][O:2][C:3]([C:5]12[CH2:12][CH2:11][C:8]([C:13]3NC4C(=O)N(CCC)C(=O)N(CCC)C=4N=3)([CH2:9][CH2:10]1)[CH2:7][CH2:6]2)=[O:4].C(=O)([O-])[O-].[K+].[K+].C(Br)[C:37]1[CH:42]=[CH:41][CH:40]=[CH:39][CH:38]=1.[OH2:44]>CN(C=O)C.C(OCC)(=O)C.CCCCCC>[CH2:1]([O:2][C:3]([C:5]12[CH2:6][CH2:7][C:8]([CH2:13][OH:44])([CH2:9][CH2:10]1)[CH2:11][CH2:12]2)=[O:4])[C:37]1[CH:42]=[CH:41][CH:40]=[CH:39][CH:38]=1 |f:1.2.3,7.8|. Reported procedure: 4-Hydroxymethylbicyclo[2.2.2]octane-1-carboxylic acid (XVII, Example 14, 24.8 g 135 mmol) is dissolved in DMF (950 ml). Anhydrous potassium carbonate (25 g, 181 mmol) is added to the solution slowly. Benzyl bromide (22 g, 12.94 mmol) is then added. The reaction mixture is heated at 80° for 16 hr. To the reaction mixture is added water (150 ml) and concentrated to give an oil, which was dissolved in ethyl acetate/hexane (5/1, 500 ml). The mixture is washed with saline (2×200 ml), dried over anhyd...